From a dataset of the Open Reaction Database (ORD), a public repository of structured organic reaction records. describe an organic reaction: reactants, conditions, products, and yield Reactants: COC(=O)C1=CC=C2C=NN(C2=C1)C1CCCC1 (1-cyclopentyl-1H-indazole-6-carboxylic acid methyl ester), [OH-].[Na+] (NaOH). The solvent is CO (CH3OH). Run at time 5 minute. Product: C1(CCCC1)N1N=CC2=CC=C(C=C12)C(=O)O (1-Cyclopentyl-1H-indazole-6-carboxylic acid). Yield: 92.3%. As a reaction SMILES: C[O:2][C:3]([C:5]1[CH:13]=[C:12]2[C:8]([CH:9]=[N:10][N:11]2[CH:14]2[CH2:18][CH2:17][CH2:16][CH2:15]2)=[CH:7][CH:6]=1)=[O:4].[OH-].[Na+]>CO>[CH:14]1([N:11]2[C:12]3[C:8](=[CH:7][CH:6]=[C:5]([C:3]([OH:4])=[O:2])[CH:13]=3)[CH:9]=[N:10]2)[CH2:15][CH2:16][CH2:17][CH2:18]1 |f:1.2|. Procedure details: A mixture of 3.93 g (16.1 mmol, 1.0 equiv) of 1-cyclopentyl-1H-indazole-6-carboxylic acid methyl ester, 100 mL CH3OH and 50 mL 1N NaOH was heated to reflux for 30 minutes. The reaction mixture was cooled to room temperature, and most of the CH2OH removed on a rotary evaporator. The residue was diluted with 325 mL H2O and acidified to pH=1 with 2N HCl. After stirring 5 minutes, the mixture was filtered, and the solid washed 2×H2O and dried overnight to give 3.42 g (92%) of a yellow powder: mp 172... The reactants are S1C(=CC=C1)C1=CC=C(C(=O)O)C=C1 (4-(thiophen-2-yl)-benzoic acid), CCN(C(C)C)C(C)C (DIEA), N1[C@@H](CCC1)CN1CCCC1 ((S)(+)-1-(2-pyrrolidinylmethyl)pyrrolidine), CCN=C=NCCCN(C)C.Cl (EDC-HCl), C=1C=CC2=C(C1)N=NN2O (HOBt). Solvent: CN(C)C=O.ClCCl (DMF dichloromethane). Product: N1(CCCC1)C[C@H]1N(CCC1)C(=O)C1=CC=C(C=C1)C=1SC=CC1 ((2(S)-Pyrrolidin-1-ylmethyl-pyrrolidin-1-yl)-(4-thiophen-2-yl-phenyl)-methanone). Isolated yield 29.7%. RXN SMILES: [S:1]1[CH:5]=[CH:4][CH:3]=[C:2]1[C:6]1[CH:14]=[CH:13][C:9]([C:10]([OH:12])=O)=[CH:8][CH:7]=1.CCN=C=NCCCN(C)C.Cl.C1C=CC2N(O)N=NC=2C=1.CCN(C(C)C)C(C)C.[NH:46]1[CH2:50][CH2:49][CH2:48][C@H:47]1[CH2:51][N:52]1[CH2:56][CH2:55][CH2:54][CH2:53]1>CN(C=O)C.ClCCl>[N:52]1([CH2:51][C@@H:47]2[CH2:48][CH2:49][CH2:50][N:46]2[C:10]([C:9]2[CH:8]=[CH:7][C:6]([C:2]3[S:1][CH:5]=[CH:4][CH:3]=3)=[CH:14][CH:13]=2)=[O:12])[CH2:56][CH2:55][CH2:54][CH2:53]1 |f:1.2,6.7|. Procedure details: The title compound is prepared in a manner substantially analogous to General Procedure D in 10 mL 10% DMF/dichloromethane using 4-(thiophen-2-yl)-benzoic acid (CAS 29886-62-2) (182 mg, 0.89 mmol), EDC-HCl (254 mg, 1.33 mmol), HOBt (180 mg, 1.33 mmol), DIEA (0.39 mL, 2.22 mmol) and (S)(+)-1-(2-pyrrolidinylmethyl)pyrrolidine (116 mg, 10.0 mmol) to give the title compound (90 mg, 35% yield). MS (ES+) 341.2 (M+H)+ The reactants are CO, [Li+], COC(=O)c1cccc(CN2C(=O)N(c3ccccc3Br)Cc3cnc(Nc4ccccc4)nc32)c1, C1CCOC1, [OH-], O, O. Product: O=C(O)c1cccc(CN2C(=O)N(c3ccccc3Br)Cc3cnc(Nc4ccccc4)nc32)c1. RXN SMILES: [CH3:41][OH:42].[Li+:39].[NH:1]([c:2]1[cH:3][cH:4][cH:5][cH:6][cH:7]1)[c:8]1[n:9][cH:10][c:11]2[c:12]([n:13]1)[N:14]([CH2:26][c:27]1[cH:28][c:29]([C:30](=[O:31])[O:32][CH3:33])[cH:34][cH:35][cH:36]1)[C:15](=[O:25])[N:16]([c:18]1[c:19]([Br:24])[cH:20][cH:21][cH:22][cH:23]1)[CH2:17]2.[O:43]1[CH2:44][CH2:45][CH2:46][CH2:47]1.[OH-:38].[OH2:37].[OH2:40]>>[NH:1]([c:2]1[cH:3][cH:4][cH:5][cH:6][cH:7]1)[c:8]1[n:9][cH:10][c:11]2[c:12]([n:13]1)[N:14]([CH2:26][c:27]1[cH:28][c:29]([C:30](=[O:31])[OH:32])[cH:34][cH:35][cH:36]1)[C:15](=[O:25])[N:16]([c:18]1[c:19]([Br:24])[cH:20][cH:21][cH:22][cH:23]1)[CH2:17]2. Reactants: CCCCO, Cc1cc(N)n[nH]1, CCN(C(C)C)C(C)C, O=[N+]([O-])c1ccc(Cl)nc1NC(CO)c1ccc(F)cc1. Yields the product Cc1cc(Nc2ccc([N+](=O)[O-])c(NC(CO)c3ccc(F)cc3)n2)n[nH]1. Reaction SMILES: [CH2:38]([OH:39])[CH2:40][CH2:41][CH3:42].[CH3:22][c:23]1[cH:24][c:25]([NH2:28])[n:26][nH:27]1.[CH:29]([N:30]([CH2:31][CH3:32])[CH:33]([CH3:34])[CH3:35])([CH3:36])[CH3:37].[Cl:1][c:2]1[cH:3][cH:4][c:5]([N+:19](=[O:20])[O-:21])[c:6]([NH:8][CH:9]([CH2:10][OH:11])[c:12]2[cH:13][cH:14][c:15]([F:18])[cH:16][cH:17]2)[n:7]1>>[c:2]1([NH:28][c:25]2[cH:24][c:23]([CH3:22])[nH:27][n:26]2)[cH:3][cH:4][c:5]([N+:19](=[O:20])[O-:21])[c:6]([NH:8][CH:9]([CH2:10][OH:11])[c:12]2[cH:13][cH:14][c:15]([F:18])[cH:16][cH:17]2)[n:7]1. Reactants: ClCC=1N(C=C(N1)C=1C(=NOC1C)C1=CC=CC=C1)C1=CC=C(C=C1)[N+](=O)[O-] (4-[2-chloromethyl-1-(4-nitro-phenyl)-1H-imidazol-4-yl]-5-methyl-3-phenyl-isoxazole), NCCCN1CCOCC1 (4-(3-aminopropyl)morpholine). The solvent is CN(C)C=O (DMF). Reaction conditions: temperature 80 celsius. Yields the product CC1=C(C(=NO1)C1=CC=CC=C1)C=1N=C(N(C1)C1=CC=C(C=C1)[N+](=O)[O-])CNCCCN1CCOCC1 ([4-(5-Methyl-3-phenyl-isoxazol-4-yl)-1-(4-nitro-phenyl)-1H-imidazol-2-ylmethyl]-(3-morpholin-4-yl-propyl)-amine). Isolated yield 71.9%. Reaction SMILES: Cl[CH2:2][C:3]1[N:4]([C:20]2[CH:25]=[CH:24][C:23]([N+:26]([O-:28])=[O:27])=[CH:22][CH:21]=2)[CH:5]=[C:6]([C:8]2[C:9]([C:14]3[CH:19]=[CH:18][CH:17]=[CH:16][CH:15]=3)=[N:10][O:11][C:12]=2[CH3:13])[N:7]=1.[NH2:29][CH2:30][CH2:31][CH2:32][N:33]1[CH2:38][CH2:37][O:36][CH2:35][CH2:34]1>CN(C=O)C>[CH3:13][C:12]1[O:11][N:10]=[C:9]([C:14]2[CH:19]=[CH:18][CH:17]=[CH:16][CH:15]=2)[C:8]=1[C:6]1[N:7]=[C:3]([CH2:2][NH:29][CH2:30][CH2:31][CH2:32][N:33]2[CH2:38][CH2:37][O:36][CH2:35][CH2:34]2)[N:4]([C:20]2[CH:25]=[CH:24][C:23]([N+:26]([O-:28])=[O:27])=[CH:22][CH:21]=2)[CH:5]=1. Procedure details: To a solution of 4-[2-chloromethyl-1-(4-nitro-phenyl)-1H-imidazol-4-yl]-5-methyl-3-phenyl-isoxazole (50 mg, 0.13 mmol) in DMF (2 mL) was added 4-(3-aminopropyl)morpholine (36.5 mg, 0.25 mmol) and KI (4.2 mg, 0.03 mmol) and the resulting mixture heated at 80° C. for 2 h. After cooling to room temperature, the mixture was then poured onto water and extracted with ethyl acetate. The combined organic layers were then washed with brine and water and then dried over sodium sulphate and evaporated. Pur...